Task: describe an organic reaction: reactants, conditions, products, and yield. Dataset: the Open Reaction Database (ORD), a public repository of structured organic reaction records Reactants: O=C([O-])[O-], CN(C)C=O, CCOC(C)=O, CN(C)CCCl, Cl, [K+], [K+], O, COC(=O)c1ccc(O)cc1. The product is COC(=O)c1ccc(OCCN(C)C)cc1. Reaction SMILES: [C:12](=[O:13])([O-:14])[O-:15].[CH3:26][N:27]([CH3:28])[CH:29]=[O:30].[CH3:31][CH2:32][O:33][C:34](=[O:35])[CH3:36].[Cl:19][CH2:20][CH2:21][N:22]([CH3:23])[CH3:24].[ClH:18].[K+:16].[K+:17].[OH2:25].[OH:1][c:2]1[cH:3][cH:4][c:5]([C:6](=[O:7])[O:8][CH3:9])[cH:10][cH:11]1>>[O:1]([c:2]1[cH:3][cH:4][c:5]([C:6](=[O:7])[O:8][CH3:9])[cH:10][cH:11]1)[CH2:20][CH2:21][N:22]([CH3:23])[CH3:24]. The reactants are N1=C(Cl)N=C(Cl)N=C1Cl (cyanuric chloride), C(C)N(CCCN)CC (3-(diethylamino)propylamine), C([O-])([O-])=O.[K+].[K+] (potassium carbonate). The solvent is O (water). Reaction conditions: time 8 hour. The product is ClC1=NC(=NC(=N1)NCCCN(CC)CC)NCCCN(CC)CC (2-chloro-4,6-bis[3-(diethylamino)propyl]amino-1,3,5-triazine). RXN SMILES: [N:1]1[C:8](Cl)=[N:7][C:5](Cl)=[N:4][C:2]=1[Cl:3].[CH2:10]([N:12]([CH2:17][CH3:18])[CH2:13][CH2:14][CH2:15][NH2:16])[CH3:11].C(=O)([O-])[O-].[K+].[K+]>O>[Cl:3][C:2]1[N:1]=[C:8]([NH:16][CH2:15][CH2:14][CH2:13][N:12]([CH2:17][CH3:18])[CH2:10][CH3:11])[N:7]=[C:5]([NH:16][CH2:15][CH2:14][CH2:13][N:12]([CH2:17][CH3:18])[CH2:10][CH3:11])[N:4]=1 |f:2.3.4|. Procedure: Following the procedure described in Japanese Pat. No. 39272/74, 50.0 ml of water was cooled to 3° C. and slowly 18.4 g (0.1 mole) of cyanuric chloride was added while maintaining 3°-5° C. by means of an external ice-water bath. Slowly 26.0 g (0.2 mole) of 3-(diethylamino)propylamine was added while maintaining 3°-12° C. by means of an ice-water bath. The resulting solution was stirred at ambient temperature for approximately eight hours and allowed to stand overnight. Slowly a 10 percent aqueou... The reactants are N1=CNC2=C1C=CC(=C2)C(=O)O (benzimidazole-5-carboxylic acid), Cl (HCl). The reagents and catalysts are [Pd] (palladium on carbon). Solvent: O (H2O). Product: Cl.N1C=NC2=C1CCC(C2)C(=O)O (4,5,6,7-Tetrahydro-1H-benzimidazole-5-carboxylic Acid, Hydrochloride Salt). As a reaction SMILES: [N:1]1[C:5]2[CH:6]=[CH:7][C:8]([C:10]([OH:12])=[O:11])=[CH:9][C:4]=2[NH:3][CH:2]=1.[ClH:13]>O.[Pd]>[ClH:13].[NH:1]1[C:5]2[CH2:6][CH2:7][CH:8]([C:10]([OH:12])=[O:11])[CH2:9][C:4]=2[N:3]=[CH:2]1 |f:4.5|. Procedure details: A solution of benzimidazole-5-carboxylic acid (10 g, 62 mmol) in 1 N HCl (70 ml) and H2O (30 ml) was hydrogenated at 100 bar and 80° C. in the presence of 10% palladium on carbon (2.5 g) for 2 days. The mixture was filtered and the solvent was evaporated. The residue was stirred with acetone (100 ml) and the solid was isolated and dried. This afforded 10.6 g (79%) of 4,5,6,7-tetrahydro-1H-benzimidazole-5-carboxylic acid hydrochloride. Reactants: C(C1=CC=CC=C1)(=O)OCC (Ethyl benzoate), CNCCO (2-(N-methylamino)ethanol). Solvent: O (water). Product: C(C1=CC=CC=C1)(=O)N(C)CCO (2-(N-Benzoyl-N-methylamino)ethanol). RXN SMILES: [C:1]([O:9]CC)(=O)[C:2]1[CH:7]=[CH:6][CH:5]=[CH:4][CH:3]=1.[CH3:12][NH:13][CH2:14][CH2:15][OH:16]>O>[C:1]([N:13]([CH2:14][CH2:15][OH:16])[CH3:12])(=[O:9])[C:2]1[CH:3]=[CH:4][CH:5]=[CH:6][CH:7]=1. Reported procedure: Ethyl benzoate (16.0 g, 15.3 ml) was dissolved in 2-(N-methylamino)ethanol (200 ml) and the mixture heated at reflux for 17.5 hours, cooled and diluted with water (1 l). The mixture was extracted with dichloromethane (4×200 ml), and the combined dichloromethane solutions washed with brine (300 ml), dried (MgSO4) and evaporated. The title compound, an oil, was used without further purification. Reactants: O=C(O)NC1C2CC3CC1CC(CN(Cc1ccccc1)C(=O)Cc1ccccc1)(C3)C2, ClCCl, Cl, C1COCCO1. Product: NC1C2CC3CC1CC(CN(Cc1ccccc1)C(=O)Cc1ccccc1)(C3)C2. RXN SMILES: [CH2:1]([c:2]1[cH:3][cH:4][cH:5][cH:6][cH:7]1)[N:8]([C:9]([CH2:10][c:11]1[cH:12][cH:13][cH:14][cH:15][cH:16]1)=[O:17])[CH2:18][C:19]12[CH2:20][CH:21]3[CH:22]([NH:29][C:30](=[O:31])[OH:32])[CH:23]([CH2:24][CH:25]([CH2:26]1)[CH2:27]3)[CH2:28]2.[Cl:34][CH2:35][Cl:36].[ClH:33].[O:37]1[CH2:38][CH2:39][O:40][CH2:41][CH2:42]1>>[CH2:1]([c:2]1[cH:3][cH:4][cH:5][cH:6][cH:7]1)[N:8]([C:9]([CH2:10][c:11]1[cH:12][cH:13][cH:14][cH:15][cH:16]1)=[O:17])[CH2:18][C:19]12[CH2:20][CH:21]3[CH:22]([NH2:29])[CH:23]([CH2:24][CH:25]([CH2:26]1)[CH2:27]3)[CH2:28]2. Reactants: C(C)OC(=O)C=1OC2=C(C(=CC=C2C(C1)=O)OS(=O)(=O)C1=CC=C(C=C1)C)[N+](=O)[O-] (8-nitro-4-oxo-7-(toluene-4-sulfonyloxy)-4H-chromene-2-carboxylic acid ethyl ester), C(C1=CC=CC=C1)N (benzylamine). Reaction SMILES: [CH2:1]([O:3][C:4]([C:6]1[O:7][C:8]2[C:13]([C:14](=[O:16])[CH:15]=1)=[CH:12][CH:11]=[C:10](OS(C1C=CC(C)=CC=1)(=O)=O)[C:9]=2[N+:28]([O-:30])=[O:29])=[O:5])[CH3:2].[CH2:31]([NH2:38])[C:32]1[CH:37]=[CH:36][CH:35]=[CH:34][CH:33]=1>ClC1C=CC=CC=1Cl.C(OCC)(=O)C>[CH2:1]([O:3][C:4]([C:6]1[O:7][C:8]2[C:13]([C:14](=[O:16])[CH:15]=1)=[CH:12][CH:11]=[C:10]([NH:38][CH2:31][C:32]1[CH:37]=[CH:36][CH:35]=[CH:34][CH:33]=1)[C:9]=2[N+:28]([O-:30])=[O:29])=[O:5])[CH3:2]. Procedure: To a solution of 8-nitro-4-oxo-7-(toluene-4-sulfonyloxy)-4H-chromene-2-carboxylic acid ethyl ester (433 mg, 1 mmol) in o-dichlorobenzene was added benzylamine (214 mg, 2 mmol). The reaction mixture was heated at 170° C. for 1 hour, and the solvent was removed in vacuo to give a residue. The residue was dissolved in ethyl acetate and washed sequentially with aqueous HCl (2N 50 ml), NaOH (2N, 50 mL) and water, dried over anhydrous Na2SO4, and filtered. The solvent was evaporated in vacuo to give a... Product: C(C)OC(=O)C=1OC2=C(C(=CC=C2C(C1)=O)NCC1=CC=CC=C1)[N+](=O)[O-] (Ethyl-7-benzylamino-8-nitro-4-oxo-4H-chromene-2-carboxylate). Yield: 66.8%. Solvent: C(C)(=O)OCC (ethyl acetate), ClC1=C(C=CC=C1)Cl (o-dichlorobenzene). Conditions: temperature 170 celsius. Reaction SMILES: O[C:2]1([C:23]([F:26])([F:25])[F:24])[CH2:6][N:5]([C:7]2[CH:12]=[CH:11][C:10]([S:13][CH3:14])=[CH:9][CH:8]=2)[C:4]([C:15]2[S:19][C:18]([CH:20]([CH3:22])[CH3:21])=[N:17][N:16]=2)=[N:3]1.O.C1(C)C=CC(S(O)(=O)=O)=CC=1>C1(C)C=CC=CC=1>[CH3:14][S:13][C:10]1[CH:11]=[CH:12][C:7]([N:5]2[CH:6]=[C:2]([C:23]([F:26])([F:25])[F:24])[N:3]=[C:4]2[C:15]2[S:19][C:18]([CH:20]([CH3:22])[CH3:21])=[N:17][N:16]=2)=[CH:8][CH:9]=1 |f:1.2|. Solvent: C1(=CC=CC=C1)C (toluene). Procedure: A mixture of 4-hydroxy-1-[4-(methylthio)phenyl]-2-[2-(isopropyl)-1,3,4-thiadiazol-5-yl]-4-(trifluoromethyl)-4,5-dihydro-1H-imidazole (0.361 g, 0.90 mmol) and p-toluenesulfonic acid monohydrate (35 mg) in toluene (50 mL) was heated to reflux for 1 hour. After aqueous work up, the product (0.26 g, 75%) was isolated as a white solid; 1H NMR δ (DMSO-d6) 8.37 (1H, s), 7.50 (2H, d, J=8.3 Hz), 7.38 (2H, d, J=8.6 Hz), 3.42 (1H, m), 2.55 (3H, s), 1.35 (6H, d, J=6.7 Hz); 13C NMR δ (DMSO-d6) 177.4, 157.6, ... Product: CSC1=CC=C(C=C1)N1C(=NC(=C1)C(F)(F)F)C1=NN=C(S1)C(C)C (1-[4-(Methylthio)phenyl]-2-(2-isopropyl-1,3,4-thiadiazol-5-yl)-4-(trifluoromethyl)-1-H-imidazole). Reactants: OC1(N=C(N(C1)C1=CC=C(C=C1)SC)C1=NN=C(S1)C(C)C)C(F)(F)F (4-hydroxy-1-[4-(methylthio)phenyl]-2-[2-(isopropyl)-1,3,4-thiadiazol-5-yl]-4-(trifluoromethyl)-4,5-dihydro-1H-imidazole), O.C1(=CC=C(C=C1)S(=O)(=O)O)C (p-toluenesulfonic acid monohydrate). Yield: 75.1%. Starting materials: O=C([O-])[O-], CN(C)C=O, COc1ccc(N2CCNCC2)cc1, O=[N+]([O-])c1ccc(Cl)cc1, Cl, Cl, [K+], [K+], O. The product is COc1ccc(N2CCN(c3ccc([N+](=O)[O-])cc3)CC2)cc1. RXN SMILES: [C:27](=[O:28])([O-:29])[O-:30].[CH3:33][N:34]([CH3:35])[CH:36]=[O:37].[CH3:3][O:4][c:5]1[cH:6][cH:7][c:8]([N:11]2[CH2:12][CH2:13][NH:14][CH2:15][CH2:16]2)[cH:9][cH:10]1.[Cl:17][c:18]1[cH:19][cH:20][c:21]([N+:24](=[O:25])[O-:26])[cH:22][cH:23]1.[ClH:1].[ClH:2].[K+:31].[K+:32].[OH2:38]>>[CH3:3][O:4][c:5]1[cH:6][cH:7][c:8]([N:11]2[CH2:12][CH2:13][N:14]([c:18]3[cH:19][cH:20][c:21]([N+:24](=[O:25])[O-:26])[cH:22][cH:23]3)[CH2:15][CH2:16]2)[cH:9][cH:10]1. Starting materials: FC(OC1=CC=C(C(=O)Cl)C=C1)(F)F (4-trifluoromethoxybenzoyl chloride), C(CCCCCCCCN)N (1,9-nonanediamine), [OH-].[K+] (potassium hydroxide). Run in C(CCl)Cl (ethylene dichloride). Product: FC(OC1=CC=C(C(=O)NCCCCCCCCCNC(C2=CC=C(C=C2)OC(F)(F)F)=O)C=C1)(F)F (N,N'-Nonamethylenebis(4-trifluoromethoxybenzamide)). As a reaction SMILES: [F:1][C:2]([F:14])([F:13])[O:3][C:4]1[CH:12]=[CH:11][C:7]([C:8](Cl)=[O:9])=[CH:6][CH:5]=1.[CH2:15]([NH2:25])[CH2:16][CH2:17][CH2:18][CH2:19][CH2:20][CH2:21][CH2:22][CH2:23][NH2:24].[OH-:26].[K+]>C(Cl)CCl>[F:1][C:2]([F:14])([F:13])[O:3][C:4]1[CH:12]=[CH:11][C:7]([C:8]([NH:25][CH2:15][CH2:16][CH2:17][CH2:18][CH2:19][CH2:20][CH2:21][CH2:22][CH2:23][NH:24][C:8](=[O:9])[C:7]2[CH:11]=[CH:12][C:4]([O:26][C:2]([F:1])([F:13])[F:14])=[CH:5][CH:6]=2)=[O:9])=[CH:6][CH:5]=1 |f:2.3|. Procedure: m.p. 144°-145° C., 12.1 g., was prepared as in Example 1 using 24.6 of 4-trifluoromethoxybenzoyl chloride in 200 ml. ethylene dichloride, 7.9 g. of 1,9-nonanediamine, 60 ml. of 10% aqueous potassium hydroxide solution, 300 ml. of ethylene dichloride and recrystallization from acetonitrile.